This data is from the Open Reaction Database (ORD), a public repository of structured organic reaction records. The task is: describe an organic reaction: reactants, conditions, products, and yield Reactants: OBO, Clc1cnc(Cl)nc1, Oc1ccccc1. The product is Oc1ccc(-c2ncc(Cl)cn2)cc1. Reaction SMILES: [BH:1]([OH:2])[OH:3].[Cl:11][c:12]1[n:13][cH:14][c:15]([Cl:18])[cH:16][n:17]1.[OH:4][c:5]1[cH:6][cH:7][cH:8][cH:9][cH:10]1>>[OH:4][c:5]1[cH:6][cH:7][c:8](-[c:12]2[n:13][cH:14][c:15]([Cl:18])[cH:16][n:17]2)[cH:9][cH:10]1. Reactants: CC(C)=CC (2-methyl-2-butene), OP(=O)(O)[O-].[K+] (KH2PO4), [O-]Cl=O.[Na+] (NaClO2), C(C1=CC=CC=C1)N1C(=C(C2=CC=C(C=C12)OC)C=O)C(C)C (1-benzyl-2-isopropyl-6-methoxy-1H-indole-3-carbaldehyde), C(C1=CC=CC=C1)N1C(=C(C2=CC=C(C=C12)OC)C=O)C(C)C (1-benzyl-2-isopropyl-6-methoxy-1H-indole-3-carbaldehyde), CC(C)=CC (2-methyl-2-butene), OP(=O)(O)[O-].[K+] (KH2PO4), [O-]Cl=O.[Na+] (NaClO2). Run in CC(C)(C)O (t-BuOH), CC#N (CH3CN), O (H2O). The product is C(C1=CC=CC=C1)N1C(=C(C2=CC=C(C=C12)OC)C(=O)O)C(C)C (1-Benzyl-2-isopropyl-6-methoxy-1H-indole-3-carboxylic Acid). RXN SMILES: [CH2:1]([N:8]1[C:16]2[C:11](=[CH:12][CH:13]=[C:14]([O:17][CH3:18])[CH:15]=2)[C:10]([CH:19]=[O:20])=[C:9]1[CH:21]([CH3:23])[CH3:22])[C:2]1[CH:7]=[CH:6][CH:5]=[CH:4][CH:3]=1.CC(=CC)C.[OH:29]P([O-])(O)=O.[K+].[O-]Cl=O.[Na+]>CC(O)(C)C.CC#N.O>[CH2:1]([N:8]1[C:16]2[C:11](=[CH:12][CH:13]=[C:14]([O:17][CH3:18])[CH:15]=2)[C:10]([C:19]([OH:29])=[O:20])=[C:9]1[CH:21]([CH3:23])[CH3:22])[C:2]1[CH:3]=[CH:4][CH:5]=[CH:6][CH:7]=1 |f:2.3,4.5|. Procedure: To a solution of 1-benzyl-2-isopropyl-6-methoxy-1H-indole-3-carbaldehyde (Compound 5, 608 mg, 1.98 mmol) in t-BuOH (15 ml), CH3CN (15 ml), and 2-methyl-2-butene (10 ml) was added a solution of KH2PO4 (5.4 g, 39.6 mmol) and NaClO2 (80%, 4.5 g, 39.6 mmol) in H2O (50 ml). The mixture was stirred at room temperature and additional 2-methyl-2-butene, KH2PO4, and NaClO2 were added at the above ratio every 16-24 h until the starting material was consumed. The reaction mixture was extracted with EtOAc (... The reactants are BrC1=CC(=CC=C1)CCC(CI)F (1-bromo-3-(3-fluoro-4-iodobutyl)-benzene), C1CCC2=NCCCN2CC1 (DBU), CCOC(=O)C (EtOAc). Solvent: C(Cl)Cl (CH2Cl2). Reaction conditions: time 24 hour. Product: BrC1=CC(=CC=C1)CCC(=C)F (1-bromo-3-(3-fluorobut-3-enyl)benzene). Yield: 80.0%. As a reaction SMILES: [Br:1][C:2]1[CH:7]=[CH:6][CH:5]=[C:4]([CH2:8][CH2:9][CH:10]([F:13])[CH2:11]I)[CH:3]=1.C1CCN2C(=NCCC2)CC1.CCOC(C)=O>C(Cl)Cl>[Br:1][C:2]1[CH:7]=[CH:6][CH:5]=[C:4]([CH2:8][CH2:9][C:10]([F:13])=[CH2:11])[CH:3]=1. Reported procedure: A solution of 0.405 gm (1.1 mmol) of 1-bromo-3-(3-fluoro-4-iodobutyl)-benzene in CH2Cl2 was treated with 0.82 mL (5.5 mmol) of DBU at room temperature, stirred at room temperature for 24 h and poured into EtOAc. The resultant organic phase was washed sequentially with water and brine, dried over Na2SO4 and concentrated under reduced pressure. Chromatography of the concentrate on silica gel with a gradient of hexanes to 7.0% EtOAc-hexanes gave 1-bromo-3-(3-fluorobut-3-enyl)benzene as an oil, 0.20... The reactants are O (water), C(CCC)OCCOC1=CC=C(C=C1)C=1C=CC2=C(C=C(CCN2)C(=O)OC)C1 (methyl 7-(4-butoxyethoxyphenyl)-2,3-dihydro-1-benzazepine-4-carboxylate), C(C)OC1=C(C=O)C=CC=C1 (2-ethoxybenzaldehyde), C(C)(=O)O[BH-](OC(C)=O)OC(C)=O.[Na+] (sodium triacetoxyborohydride). Run in ClCCCl (1,2-dichloroethane). Run at time 5 day. Product: C(CCC)OCCOC1=CC=C(C=C1)C=1C=CC2=C(C=C(CCN2CC2=C(C=CC=C2)OCC)C(=O)OC)C1 (methyl 7-(4-butoxyethoxyphenyl)-1-(2-ethoxybenzyl)-2,3-dihydro-1-benzazepine-4-carboxylate). Yield: 100.1%. As a reaction SMILES: [CH2:1]([O:5][CH2:6][CH2:7][O:8][C:9]1[CH:14]=[CH:13][C:12]([C:15]2[CH:16]=[CH:17][C:18]3[NH:24][CH2:23][CH2:22][C:21]([C:25]([O:27][CH3:28])=[O:26])=[CH:20][C:19]=3[CH:29]=2)=[CH:11][CH:10]=1)[CH2:2][CH2:3][CH3:4].[CH2:30]([O:32][C:33]1[CH:40]=[CH:39][CH:38]=[CH:37][C:34]=1[CH:35]=O)[CH3:31].C(O[BH-](OC(=O)C)OC(=O)C)(=O)C.[Na+].O>ClCCCl>[CH2:1]([O:5][CH2:6][CH2:7][O:8][C:9]1[CH:10]=[CH:11][C:12]([C:15]2[CH:16]=[CH:17][C:18]3[N:24]([CH2:35][C:34]4[CH:37]=[CH:38][CH:39]=[CH:40][C:33]=4[O:32][CH2:30][CH3:31])[CH2:23][CH2:22][C:21]([C:25]([O:27][CH3:28])=[O:26])=[CH:20][C:19]=3[CH:29]=2)=[CH:13][CH:14]=1)[CH2:2][CH2:3][CH3:4] |f:2.3|. Procedure details: To a solution of methyl 7-(4-butoxyethoxyphenyl)-2,3-dihydro-1-benzazepine-4-carboxylate (300 mg) and 2-ethoxybenzaldehyde (570 mg) in 1,2-dichloroethane (10 ml) was added sodium triacetoxyborohydride (402 mg), and the mixture was stirred under nitrogen atmosphere at room temperature for 5 days. Then, water was added to the mixture, and the mixture was extracted with ethyl acetate. The organic layer was washed with saturated brine and dried with magnesium sulfate. The solvent was evaporated unde... The reactants are C(N)(=O)C1(CCN(CC1)C1=NC(=CC=C1)C1=NN(C2=CN=C(C=C21)C=2C=NC=CC2)C2OCCCC2)NC(OC(C)(C)C)=O (tert-butyl 4-carbamoyl-1-(6-(5-(pyridin-3-yl)-1-(tetrahydro-2H-pyran-2-yl)-1H-pyrazolo[3,4-c]pyridin-3-yl)pyridin-2-yl)piperidin-4-ylcarbamate), solution, Cl (HCl). Solvent: CO (methanol), O1CCOCC1 (dioxane). Run at time 18 hour. The product is NC1(CCN(CC1)C1=NC(=CC=C1)C1=NNC2=CN=C(C=C21)C=2C=NC=CC2)C(=O)N (4-amino-1-(6-(5-(pyridin-3-yl)-1H-pyrazolo[3,4-c]pyridin-3-yl)pyridin-2-yl)piperidine-4-carboxamide). The yield is 60.3%. RXN SMILES: [C:1]([C:4]1([NH:37]C(=O)OC(C)(C)C)[CH2:9][CH2:8][N:7]([C:10]2[CH:15]=[CH:14][CH:13]=[C:12]([C:16]3[C:24]4[C:19](=[CH:20][N:21]=[C:22]([C:25]5[CH:26]=[N:27][CH:28]=[CH:29][CH:30]=5)[CH:23]=4)[N:18](C4CCCCO4)[N:17]=3)[N:11]=2)[CH2:6][CH2:5]1)(=[O:3])[NH2:2].Cl>CO.O1CCOCC1>[NH2:37][C:4]1([C:1]([NH2:2])=[O:3])[CH2:5][CH2:6][N:7]([C:10]2[CH:15]=[CH:14][CH:13]=[C:12]([C:16]3[C:24]4[C:19](=[CH:20][N:21]=[C:22]([C:25]5[CH:26]=[N:27][CH:28]=[CH:29][CH:30]=5)[CH:23]=4)[NH:18][N:17]=3)[N:11]=2)[CH2:8][CH2:9]1. Reported procedure: A mixture of 45 mg (0.08 mmol) of tert-butyl 4-carbamoyl-1-(6-(5-(pyridin-3-yl)-1-(tetrahydro-2H-pyran-2-yl)-1H-pyrazolo[3,4-c]pyridin-3-yl)pyridin-2-yl)piperidin-4-ylcarbamate in 3 ml of methanol and 12 ml of 4 N solution of HCl in dioxane was stirred for 18 hours. The mixture was concentrated in vacuum, the residue purified via reverse phase HPLC using a gradient of MeCN in water with 0.1% HCOOH to afford 20 mg (43%) of 229. ESI MS m/z 415.2 (M+1). 1H NMR (400 MHz, DMSO): 9.22 (d, J=5.7 Hz, 2H... Reactants: C(C1=CC=CC=C1)C=1C=NC2=C(C=CC=C2C1C=1C=C(C=CC1)N)C(F)(F)F ({3-[3-benzyl-8-(trifluoromethyl)quinolin-4-yl]phenyl}amine), C(C)(C)(C)NC(=O)N1C(=CC=C1)C1=CC(=C(C=C1)F)C=O (2-(4-fluoro-3-formyl-phenyl)-pyrrole-1-carboxylic acid tert-butylamide). Yields the product C(C1=CC=CC=C1)C=1C=NC2=C(C=CC=C2C1C=1C=C(C=CC1)NCC1=C(C=CC(=C1)C=1NC=CC1)F)C(F)(F)F ({3-[3-BENZYL-8-(TRIFLUOROMETHYL)QUINOLIN-4-YL]PHENYL}[2-FLUORO-5-(1H-PYRROL-2-YL)BENZYL]AMINE). Reaction SMILES: [CH2:1]([C:8]1[CH:9]=[N:10][C:11]2[C:16]([C:17]=1[C:18]1[CH:19]=[C:20]([NH2:24])[CH:21]=[CH:22][CH:23]=1)=[CH:15][CH:14]=[CH:13][C:12]=2[C:25]([F:28])([F:27])[F:26])[C:2]1[CH:7]=[CH:6][CH:5]=[CH:4][CH:3]=1.C(NC([N:36]1[CH:40]=[CH:39][CH:38]=[C:37]1[C:41]1[CH:46]=[CH:45][C:44]([F:47])=[C:43]([CH:48]=O)[CH:42]=1)=O)(C)(C)C>>[CH2:1]([C:8]1[CH:9]=[N:10][C:11]2[C:16]([C:17]=1[C:18]1[CH:19]=[C:20]([NH:24][CH2:48][C:43]3[CH:42]=[C:41]([C:37]4[NH:36][CH:40]=[CH:39][CH:38]=4)[CH:46]=[CH:45][C:44]=3[F:47])[CH:21]=[CH:22][CH:23]=1)=[CH:15][CH:14]=[CH:13][C:12]=2[C:25]([F:28])([F:26])[F:27])[C:2]1[CH:3]=[CH:4][CH:5]=[CH:6][CH:7]=1. Reported procedure: The title compound was prepared from {3-[3-benzyl-8-(trifluoromethyl)quinolin-4-yl]phenyl}amine and 2-(4-fluoro-3-formyl-phenyl)-pyrrole-1-carboxylic acid tert-butylamide according to the procedure of Example 66. MS (ES) m/z 552.0; Reactants: C1=CC(=CC=C1[N+](=O)[O-])OC2C(C(C(C(O2)CO)O)O)O (p-nitrophenyl-βD-glucopyranoside), C(=O)([O-])[O-].[Na+].[Na+] (Na2CO3), Na2CO. The solvent is O (water). The product is C1=CC(=CC=C1[N+](=O)[O-])O (p-nitrophenol). RXN SMILES: [CH:1]1[C:6]([N+:7]([O-:9])=[O:8])=[CH:5][CH:4]=[C:3]([O:10]C2OC(CO)C(O)C(O)C2O)[CH:2]=1.C([O-])([O-])=O.[Na+].[Na+]>O>[CH:5]1[C:6]([N+:7]([O-:9])=[O:8])=[CH:1][CH:2]=[C:3]([OH:10])[CH:4]=1 |f:1.2.3|. Reported procedure: A definite amount of a sample, whose β-glycosidase activity is desired to be measured, is sufficiently homogenized at a pH of 6.5 to 7.0 with an appropriate amount of water (which amount is usually 5 to 15 times the weight of the sample in a dry state). The resulting mixture is adjusted to a pH of 5.0, and then centrifuged to obtain a supernatant, which is a crude enzyme solution. To 0.5 ml. of the crude enzyme solution is added 2.0 ml. (0.005 mole) of p-nitrophenyl-βD-glucopyranoside, and the r... Starting materials: O=S(=O)(Cl)c1c(Br)cccc1Br, O=C([O-])[O-], CC(C)(C)N, [K+], [K+], C1CCOC1, O. The product is CC(C)(C)NS(=O)(=O)c1c(Br)cccc1Br. RXN SMILES: [Br:1][c:2]1[c:3]([S:9](=[O:10])(=[O:11])[Cl:12])[c:4]([Br:8])[cH:5][cH:6][cH:7]1.[C:13](=[O:14])([O-:15])[O-:16].[C:19]([CH3:20])([CH3:21])([CH3:22])[NH2:23].[K+:17].[K+:18].[O:25]1[CH2:26][CH2:27][CH2:28][CH2:29]1.[OH2:24]>>[Br:1][c:2]1[c:3]([S:9](=[O:10])(=[O:11])[NH:23][C:19]([CH3:20])([CH3:21])[CH3:22])[c:4]([Br:8])[cH:5][cH:6][cH:7]1.